Dataset: the Open Reaction Database (ORD), a public repository of structured organic reaction records. Task: describe an organic reaction: reactants, conditions, products, and yield As a reaction SMILES: [CH3:18][CH2:19][OH:20].[CH3:1][C:2]1([CH3:17])[CH2:3][N:4]([C:14]([CH3:15])=[O:16])[c:5]2[cH:6][c:7]([N+:11]([O-:12])=[O:13])[cH:8][cH:9][c:10]21>>[CH3:1][C:2]1([CH3:17])[CH2:3][N:4]([C:14]([CH3:15])=[O:16])[c:5]2[cH:6][c:7]([NH2:11])[cH:8][cH:9][c:10]21. Yields the product CC(=O)N1CC(C)(C)c2ccc(N)cc21. The reactants are CCO, CC(=O)N1CC(C)(C)c2ccc([N+](=O)[O-])cc21.